This data is from the Open Reaction Database (ORD), a public repository of structured organic reaction records. The task is: describe an organic reaction: reactants, conditions, products, and yield Starting materials: C(C1=CC=CC=C1)N1[C@H](CN(CC1)CC1=CC=CC=C1)CCC1=CC=CC=C1 ((S)-1,4-dibenzyl-2-phenethyl-piperazine), C(=O)[O-].[NH4+] (ammonium formate). The reagents and catalysts are [Pd] (Pd/C). Run in C(C)O (ethanol). Run at time 3 hour. The product is C(CC1=CC=CC=C1)[C@@H]1NCCNC1 ((S)-2-Phenethyl-piperazine). As a reaction SMILES: C([N:8]1[CH2:13][CH2:12][N:11](CC2C=CC=CC=2)[CH2:10][C@@H:9]1[CH2:21][CH2:22][C:23]1[CH:28]=[CH:27][CH:26]=[CH:25][CH:24]=1)C1C=CC=CC=1.C([O-])=O.[NH4+]>[Pd].C(O)C>[CH2:21]([C@H:9]1[CH2:10][NH:11][CH2:12][CH2:13][NH:8]1)[CH2:22][C:23]1[CH:24]=[CH:25][CH:26]=[CH:27][CH:28]=1 |f:1.2|. Procedure details: Combine (S)-1,4-dibenzyl-2-phenethyl-piperazine (5.15 g, 13.90 mmol), ammonium formate (4.38 g, 69.49 mmol), 5% Pd/C (672.5 mg), and ethanol (100 mL). Stir and heat the mixture at reflux. After 3 hours, cool to ambient temperature and remove the catalyst by vacuum filtration through celite. Reduce the filtrate to residue and purify by silica gel chromatography using dichloromethane/7N ammonia in methanol (90:10) to give the title compound as a white solid: mp 116–119° C.; mass spectrum (ion spra... Reactants: CC(=O)O, O=C1CC2CS(=O)c3ccccc3C2=NN1c1ccc(Cl)cc1, O, OO. Product: O=C1CC2CS(=O)(=O)c3ccccc3C2=NN1c1ccc(Cl)cc1. As a reaction SMILES: [CH3:27][C:28](=[O:29])[OH:30].[Cl:1][c:2]1[cH:3][cH:4][c:5]([N:8]2[N:9]=[C:10]3[CH:11]([CH2:12][C:13]2=[O:14])[CH2:15][S:16](=[O:23])[c:17]2[c:18]3[cH:19][cH:20][cH:21][cH:22]2)[cH:6][cH:7]1.[OH2:26].[OH:24][OH:25]>>[Cl:1][c:2]1[cH:3][cH:4][c:5]([N:8]2[N:9]=[C:10]3[CH:11]([CH2:12][C:13]2=[O:14])[CH2:15][S:16](=[O:23])(=[O:24])[c:17]2[c:18]3[cH:19][cH:20][cH:21][cH:22]2)[cH:6][cH:7]1.